From a dataset of the Open Reaction Database (ORD), a public repository of structured organic reaction records. describe an organic reaction: reactants, conditions, products, and yield Reactants: O=C([O-])[O-], CO, Cc1cc(C)cc(-c2c(N(CCC3CCCN3C)C(=O)C(F)(F)F)c3cc([N+](=O)[O-])c(Cl)cc3[nH]c2=O)c1, [K+], [K+], O. Yields the product Cc1cc(C)cc(-c2c(NCCC3CCCN3C)c3cc([N+](=O)[O-])c(Cl)cc3[nH]c2=O)c1. As a reaction SMILES: [C:39](=[O:40])([O-:41])[O-:42].[CH3:45][OH:46].[Cl:1][c:2]1[c:3]([N+:36](=[O:37])[O-:38])[cH:4][c:5]2[c:6]([N:21]([C:22](=[O:23])[C:24]([F:25])([F:26])[F:27])[CH2:28][CH2:29][CH:30]3[N:31]([CH3:35])[CH2:32][CH2:33][CH2:34]3)[c:7](-[c:13]3[cH:14][c:15]([CH3:20])[cH:16][c:17]([CH3:19])[cH:18]3)[c:8](=[O:12])[nH:9][c:10]2[cH:11]1.[K+:43].[K+:44].[OH2:47]>>[Cl:1][c:2]1[c:3]([N+:36](=[O:37])[O-:38])[cH:4][c:5]2[c:6]([NH:21][CH2:28][CH2:29][CH:30]3[N:31]([CH3:35])[CH2:32][CH2:33][CH2:34]3)[c:7](-[c:13]3[cH:14][c:15]([CH3:20])[cH:16][c:17]([CH3:19])[cH:18]3)[c:8](=[O:12])[nH:9][c:10]2[cH:11]1. Reactants: Cl.CNC1CCCN2C1=C(C1=CC=CC=C21)C (6,7,8,9-tetrahydro-N,10-dimethylpyrido[1,2-a]indol-9-amine hydrochloride), resultant solution, C(=O)O (Formic acid), C(C)(=O)OC(C)=O (acetic anhydride). The solvent is O1CCCC1 (tetrahydrofuran). Conditions: temperature 60 celsius, time 8 hour. Yields the product CC1=C2N(C3=CC=CC=C13)CCCC2N(C=O)C (N-(6,7,8,9-Tetrahydro-10-methylpyrido[1,2-a]indol-9-yl)-N-methylformamide), oil. The yield is 74.0%. As a reaction SMILES: [CH:1]([OH:3])=O.C(OC(=O)C)(=O)C.Cl.[CH3:12][NH:13][CH:14]1[C:19]2=[C:20]([CH3:27])[C:21]3[C:26]([N:18]2[CH2:17][CH2:16][CH2:15]1)=[CH:25][CH:24]=[CH:23][CH:22]=3>O1CCCC1>[CH3:27][C:20]1[C:21]2[C:26](=[CH:25][CH:24]=[CH:23][CH:22]=2)[N:18]2[CH2:17][CH2:16][CH2:15][CH:14]([N:13]([CH3:12])[CH:1]=[O:3])[C:19]=12 |f:2.3|. Reported procedure: Formic acid (7 mL) and acetic anhydride (14 mL) were mixed and heated at 60° C. for 4 hours. A solution of 6,7,8,9-tetrahydro-N,10-dimethylpyrido[1,2-a]indol-9-amine hydrochloride (7.49 g, 35 mmol) in tetrahydrofuran (40 mL) was added, and the mixture was stirred at room temperature overnight. The resultant solution was poured onto ice, and products were extracted with ether. The combined extracts were washed with 5% hydrochloric acid, 5% bicarbonate, and water. After drying (MgSO4) and filtrati... Starting materials: [BH4-], CCO, CN(C)CCC(=O)c1cc(N)cc2c1OCC2, [Na+]. Product: CN(C)CCC(O)c1cc(N)cc2c1OCC2. RXN SMILES: [BH4-:18].[CH3:20][CH2:21][OH:22].[NH2:1][c:2]1[cH:3][c:4]([C:11]([CH2:12][CH2:13][N:14]([CH3:15])[CH3:16])=[O:17])[c:5]2[c:6]([cH:10]1)[CH2:7][CH2:8][O:9]2.[Na+:19]>>[NH2:1][c:2]1[cH:3][c:4]([CH:11]([CH2:12][CH2:13][N:14]([CH3:15])[CH3:16])[OH:17])[c:5]2[c:6]([cH:10]1)[CH2:7][CH2:8][O:9]2. Starting materials: BrC(C)(C)[C@@H]1CC(O[C@H]1O)=O (trans 4-(2-bromo-prop-2-yl)-5-hydroxy-tetrahydrofuran-2-one), C(C)(C)O (isopropanol), C1(=CC=C(C=C1)S(=O)(=O)O)C (p-toluene sulfonic acid). Run in C1=CC=CC=C1 (benzene). Run at time 60 hour. The product is BrC(C)(C)[C@@H]1CC(O[C@H]1OC(C)C)=O (trans 4-(2-bromo-prop-2-yl)-5-isopropyloxy-tetrahydrofuran-2-one). As a reaction SMILES: [Br:1][C:2]([C@H:5]1[C@H:9]([OH:10])[O:8][C:7](=[O:11])[CH2:6]1)([CH3:4])[CH3:3].[CH:12](O)([CH3:14])[CH3:13].C1(C)C=CC(S(O)(=O)=O)=CC=1>C1C=CC=CC=1>[Br:1][C:2]([C@H:5]1[C@H:9]([O:10][CH:12]([CH3:14])[CH3:13])[O:8][C:7](=[O:11])[CH2:6]1)([CH3:4])[CH3:3]. Procedure: A mixture of 1.95 g of dl trans 4-(2-bromo-prop-2-yl)-5-hydroxy-tetrahydrofuran-2-one, 2 ml of isopropanol, 100 mg of p-toluene sulfonic acid and 30 ml of benzene was stirred at room temperature for 60 hours and was then washed with aqueous sodium bicarbonate solution. The mixture was extracted with benzene and the organic phase was dried and evaporated to dryness under reduced pressure to obtain 2 g of dl trans 4-(2-bromo-prop-2-yl)-5-isopropyloxy-tetrahydrofuran-2-one as an oily product which ... The reactants are COC(=O)c1cccnc1C(=O)OC, [Cl-], Fc1ccc(C[Mg+])cc1, C1CCOC1. Yields the product COC(=O)c1cccnc1C(=O)Cc1ccc(F)cc1. Reaction SMILES: [CH3:1][O:2][C:3](=[O:4])[c:5]1[n:6][cH:7][cH:8][cH:9][c:10]1[C:11](=[O:12])[O:13][CH3:14].[Cl-:15].[F:16][c:17]1[cH:18][cH:19][c:20]([CH2:21][Mg+:22])[cH:23][cH:24]1.[O:25]1[CH2:26][CH2:27][CH2:28][CH2:29]1>>[C:3](=[O:4])([c:5]1[n:6][cH:7][cH:8][cH:9][c:10]1[C:11](=[O:12])[O:13][CH3:14])[CH2:21][c:20]1[cH:19][cH:18][c:17]([F:16])[cH:24][cH:23]1.